The task is: describe an organic reaction: reactants, conditions, products, and yield. This data is from the Open Reaction Database (ORD), a public repository of structured organic reaction records. The reactants are COC=1C=C(C=CC1)C1=CC=2C(C3=C(NC2C=C1)C=NN3C)=O (7-(3-methoxyphenyl)-1-methyl-1,4-dihydro-9H-pyrazolo[4,3-b]quinolin-9-one), COC1=CC=C(C=C1)C=1C=2C(C3=C(NC2C=CC1)C=NN3C)=O (8-(4-methoxyphenyl)-1-methyl-1,4-dihydro-9H-pyrazolo[4,3-b]quinolin-9-one). Yields the product OC=1C=C(C=CC1)C1=CC=2C(C3=C(NC2C=C1)C=NN3C)=O (7-[3-HYDROXYPHENYL]-1-METHYL-1,4-DIHYDRO-9H-PYRAZOLO[4,3-b]QUINOLIN-9-ONE). As a reaction SMILES: C[O:2][C:3]1[CH:4]=[C:5]([C:9]2[CH:18]=[CH:17][C:16]3[NH:15][C:14]4[CH:19]=[N:20][N:21]([CH3:22])[C:13]=4[C:12](=[O:23])[C:11]=3[CH:10]=2)[CH:6]=[CH:7][CH:8]=1.COC1C=CC(C2C3C(=O)C4N(C)N=CC=4NC=3C=CC=2)=CC=1>>[OH:2][C:3]1[CH:4]=[C:5]([C:9]2[CH:18]=[CH:17][C:16]3[NH:15][C:14]4[CH:19]=[N:20][N:21]([CH3:22])[C:13]=4[C:12](=[O:23])[C:11]=3[CH:10]=2)[CH:6]=[CH:7][CH:8]=1. Procedure: The title compound was prepared according to the procedure of step 4 in EXAMPLE 38 using 7-(3-methoxyphenyl)-1-methyl-1,4-dihydro-9H-pyrazolo[4,3-b]quinolin-9-one (EXAMPLE 40, step 2), instead of 8-(4-methoxyphenyl)-1-methyl-1,4-dihydro-9H-pyrazolo[4,3-b]quinolin-9-one.